This data is from the Open Reaction Database (ORD), a public repository of structured organic reaction records. The task is: describe an organic reaction: reactants, conditions, products, and yield The reactants are colorless crystals, NC=1C=C(C=CC1N)C1=NC=C(C=C1Cl)C(F)(F)F (2-(3,4-diaminophenyl)-3-chloro-5-trifluoromethylpyridine), C(C=O)(=O)O (glyoxalic acid), C(C)O (ethanol). Run in C(C)(=O)O (acetic acid). Conditions: temperature 23 celsius, time 2.5 hour. Product: ClC=1C(=NC=C(C1)C(F)(F)F)C1=CC=C2N=CC(NC2=C1)=O (7-(3-chloro-5-trifluoromethylpyridin-2-yl)-1,2-dihydroquinoxalin-2-one). Isolated yield 87.0%. Reaction SMILES: [NH2:1][C:2]1[CH:3]=[C:4]([C:9]2[C:14]([Cl:15])=[CH:13][C:12]([C:16]([F:19])([F:18])[F:17])=[CH:11][N:10]=2)[CH:5]=[CH:6][C:7]=1[NH2:8].[C:20](O)(=O)[CH:21]=[O:22].C(O)C>C(O)(=O)C>[Cl:15][C:14]1[C:9]([C:4]2[CH:3]=[C:2]3[C:7]([N:8]=[CH:20][C:21](=[O:22])[NH:1]3)=[CH:6][CH:5]=2)=[N:10][CH:11]=[C:12]([C:16]([F:19])([F:18])[F:17])[CH:13]=1. Procedure: A mixture of 10.0 g of 2-(3,4-diaminophenyl)-3-chloro-5-trifluoromethylpyridine, 5.7 g of a 50% strength by weight aqueous glyoxalic acid solution, 100 ml of ethanol and 50 ml of glacial acetic acid was stirred at 23° C. for 2.5 hours. The solid portion formed was separated off, washed with ethanol and dried. After concentrating, the filtrate gave a further amount of the products. Total yield: 87% (9.9 g of colorless crystals); isomeric ratio according to 1H-NMR=about 1:1).